The task is: describe an organic reaction: reactants, conditions, products, and yield. This data is from the Open Reaction Database (ORD), a public repository of structured organic reaction records. Reactants: CCCCCCOc1ccc(CCCCCCCCC(=O)Cl)cc1, ClCCl, ClC(Cl)Cl, Cl, NO, [Na+], [Na+], O=C([O-])[O-], O, c1ccccc1. Product: CCCCCCOc1ccc(CCCCCCCCC(=O)NO)cc1. As a reaction SMILES: [CH2:10]([CH2:11][CH2:12][CH2:13][CH2:14][CH3:15])[O:16][c:17]1[cH:18][cH:19][c:20]([CH2:23][CH2:24][CH2:25][CH2:26][CH2:27][CH2:28][CH2:29][CH2:30][C:31](=[O:32])[Cl:33])[cH:21][cH:22]1.[Cl:35][CH2:36][Cl:37].[Cl:44][CH:45]([Cl:46])[Cl:47].[ClH:1].[NH2:2][OH:3].[Na+:4].[Na+:5].[O-:6][C:7](=[O:8])[O-:9].[OH2:34].[cH:38]1[cH:39][cH:40][cH:41][cH:42][cH:43]1>>[NH:2]([OH:3])[C:31]([CH2:30][CH2:29][CH2:28][CH2:27][CH2:26][CH2:25][CH2:24][CH2:23][c:20]1[cH:19][cH:18][c:17]([O:16][CH2:10][CH2:11][CH2:12][CH2:13][CH2:14][CH3:15])[cH:22][cH:21]1)=[O:32]. Starting materials: C(C1=CC=CC=C1)N1C=CC2=C1N=CN=C2OC2=C(C=C(C=C2)NC(=S)NC(CC2=CC=CC=C2)=O)F (1-(4-(7-Benzyl-7H-pyrrolo[2,3-d]pyrimidin-4-yloxy)-3-fluorophenyl)-3-(2-phenylacetyl)thiourea), FC=1C=C(C=CC1OC1=C2C(=NC=C1)C=CS2)NC(=S)NC(CC2=CC=CC=C2)=O (N-(3-Fluoro-4-(thieno[3,2-b]pyridin-7-yloxy)phenylcarbamothioyl)-2-phenylacetamide), CC(C(C(=O)N=C=S)C1=CC=CC=C1)C (3-methyl-2-phenylbutanoyl isothiocyanate). The product is FC=1C=C(C=CC1OC1=C2C(=NC=C1)C=CS2)NC(=S)NC(C(C)C2=CC=CC=C2)=O (N-(3-Fluoro-4-(thieno[3,2-b]pyridin-7-yloxy)phenylcarbamothioyl)-2-phenylpropanamide). Yield: 49.0%. RXN SMILES: [CH2:1](N1C2N=CN=C(OC3C=CC(NC(NC(=O)CC4C=CC=CC=4)=S)=CC=3F)C=2C=C1)C1C=CC=CC=1.[F:38][C:39]1[CH:40]=[C:41]([NH:55][C:56]([NH:58][C:59](=[O:67])[CH2:60][C:61]2[CH:66]=[CH:65][CH:64]=[CH:63][CH:62]=2)=[S:57])[CH:42]=[CH:43][C:44]=1[O:45][C:46]1[CH:51]=[CH:50][N:49]=[C:48]2[CH:52]=[CH:53][S:54][C:47]=12.CC(C)C(C1C=CC=CC=1)C(N=C=S)=O>>[F:38][C:39]1[CH:40]=[C:41]([NH:55][C:56]([NH:58][C:59](=[O:67])[CH:60]([C:61]2[CH:62]=[CH:63][CH:64]=[CH:65][CH:66]=2)[CH3:1])=[S:57])[CH:42]=[CH:43][C:44]=1[O:45][C:46]1[CH:51]=[CH:50][N:49]=[C:48]2[CH:52]=[CH:53][S:54][C:47]=12. Procedure details: Starting from the amine 169 (scheme 33), following the procedures described above for the synthesis of compound 170a (example 133) but replacing 2-phenylacetyl isothiocyanate with 3-methyl-2-phenylbutanoyl isothiocyanate, title compound 192e was obtained in 49% yield. Characterization of 192e is provided in table 18. The reactants are C(C)(=O)OC(C)=O (acetic anhydride), C(C(=O)C)(=O)OCC (ethyl pyruvate), C(C)(=O)OC(C)=O (acetic anhydride). Reagents/catalysts: O.C1(=CC=C(C=C1)S(=O)(=O)O)C (p-toluenesulfonic acid monohydrate). Run in C(C)(=O)O (acetic acid). Run at temperature 120 celsius, time 24 hour. The product is C(C)(=O)OC(C(=O)OCC)=C (ethyl α-acetoxyacrylate). Isolated yield 58.5%. Reaction SMILES: [C:1]([O:6][CH2:7][CH3:8])(=[O:5])[C:2]([CH3:4])=[O:3].[C:9](OC(=O)C)(=[O:11])[CH3:10]>O.C1(C)C=CC(S(O)(=O)=O)=CC=1.C(O)(=O)C>[C:9]([O:3][C:2](=[CH2:4])[C:1]([O:6][CH2:7][CH3:8])=[O:5])(=[O:11])[CH3:10] |f:2.3|. Procedure details: First, to a mixture of ethyl pyruvate (315 g, 2.7 mol) and acetic anhydride (554 g, 5.4 mol), p-toluenesulfonic acid monohydrate (8 g) was added. Then, the mixture was stirred under a nitrogen gas stream at 120° C. for 24 hours to obtain a reaction solution. Next, acetic acid generated by a reaction with excess acetic anhydride under reduced pressure (40 to 50 mmHg) was removed from the reaction solution. Thereafter, the residue was purified by reduced pressure distillation (35 to 40 mmHg, 90 to... Reactants: BrCc1ccccc1, O=C([O-])[O-], O=Cc1cccc(F)c1O, [K+], [K+], CN(C)C=O, O. Yields the product O=Cc1cccc(F)c1OCc1ccccc1. RXN SMILES: [Br:17][CH2:18][c:19]1[cH:20][cH:21][cH:22][cH:23][cH:24]1.[C:11](=[O:12])([O-:13])[O-:14].[F:1][c:2]1[c:3]([OH:10])[c:4]([CH:5]=[O:6])[cH:7][cH:8][cH:9]1.[K+:15].[K+:16].[O:26]=[CH:27][N:28]([CH3:29])[CH3:30].[OH2:25]>>[F:1][c:2]1[c:3]([O:10][CH2:18][c:19]2[cH:20][cH:21][cH:22][cH:23][cH:24]2)[c:4]([CH:5]=[O:6])[cH:7][cH:8][cH:9]1.